Dataset: the Open Reaction Database (ORD), a public repository of structured organic reaction records. Task: describe an organic reaction: reactants, conditions, products, and yield Starting materials: Nc1ncnc2c1c(-c1ccc(OCc3ccccc3)cc1)cn2C1CCOCC1, CCO, O=C[O-], [NH4+]. Product: Nc1ncnc2c1c(-c1ccc(O)cc1)cn2C1CCOCC1. Reaction SMILES: [CH2:1]([c:2]1[cH:3][cH:4][cH:5][cH:6][cH:7]1)[O:8][c:9]1[cH:10][cH:11][c:12](-[c:15]2[cH:16][n:17]([CH:25]3[CH2:26][CH2:27][O:28][CH2:29][CH2:30]3)[c:18]3[n:19][cH:20][n:21][c:22]([NH2:24])[c:23]23)[cH:13][cH:14]1.[CH3:35][CH2:36][OH:37].[CH:31]([O-:32])=[O:33].[NH4+:34]>>[OH:8][c:9]1[cH:10][cH:11][c:12](-[c:15]2[cH:16][n:17]([CH:25]3[CH2:26][CH2:27][O:28][CH2:29][CH2:30]3)[c:18]3[n:19][cH:20][n:21][c:22]([NH2:24])[c:23]23)[cH:13][cH:14]1. Reactants: CC(C)(C)[Si](C)(C)Cl, ClCCl, NC(=O)c1ncc(Sc2ccccn2)cc1Oc1cccnc1CO, c1c[nH]cn1. Yields the product CC(C)(C)[Si](C)(C)OCc1ncccc1Oc1cc(Sc2ccccn2)cnc1C(N)=O. As a reaction SMILES: [C:31]([CH3:32])([CH3:33])([CH3:34])[Si:35]([CH3:36])([CH3:37])[Cl:38].[Cl:39][CH2:40][Cl:41].[OH:1][CH2:2][c:3]1[n:4][cH:5][cH:6][cH:7][c:8]1[O:9][c:10]1[c:11]([C:23](=[O:24])[NH2:25])[n:12][cH:13][c:14]([S:16][c:17]2[n:18][cH:19][cH:20][cH:21][cH:22]2)[cH:15]1.[nH:26]1[cH:27][cH:28][n:29][cH:30]1>>[O:1]([CH2:2][c:3]1[n:4][cH:5][cH:6][cH:7][c:8]1[O:9][c:10]1[c:11]([C:23](=[O:24])[NH2:25])[n:12][cH:13][c:14]([S:16][c:17]2[n:18][cH:19][cH:20][cH:21][cH:22]2)[cH:15]1)[Si:35]([C:31]([CH3:32])([CH3:33])[CH3:34])([CH3:36])[CH3:37]. Reactants: CI, OCCC1CN(C(c2ccccc2)c2ccccc2)C1, [H-], [Na+], CN(C)C=O, O. Yields the product COCCC1CN(C(c2ccccc2)c2ccccc2)C1. RXN SMILES: [CH3:21][I:22].[CH:1]([c:2]1[cH:3][cH:4][cH:5][cH:6][cH:7]1)([c:8]1[cH:9][cH:10][cH:11][cH:12][cH:13]1)[N:14]1[CH2:15][CH:16]([CH2:18][CH2:19][OH:20])[CH2:17]1.[H-:23].[Na+:24].[O:26]=[CH:27][N:28]([CH3:29])[CH3:30].[OH2:25]>>[CH:1]([c:2]1[cH:3][cH:4][cH:5][cH:6][cH:7]1)([c:8]1[cH:9][cH:10][cH:11][cH:12][cH:13]1)[N:14]1[CH2:15][CH:16]([CH2:18][CH2:19][O:20][CH3:21])[CH2:17]1.